The task is: describe an organic reaction: reactants, conditions, products, and yield. This data is from the Open Reaction Database (ORD), a public repository of structured organic reaction records. The reactants are Palladium tetrakis triphenyl phosphine, BrC1=CC=C(C=C1)C=1SC(=C(N1)CCOC1=CC(=C(C=C1)CCC(=O)O)C)C (3-(4-{2-[2-(4-Bromo-phenyl)-5-methyl-thiazol-4-yl]-ethoxy}-2-methyl-phenyl)-propionic acid), C1(=CC=CC=C1)C (toluene), C(CCC)[Sn](C1=NC=CC=C1)(CCCC)CCCC (2-tributylstannylpyridine). Yields the product COC(CCC1=C(C=C(C=C1)OCCC=1N=C(SC1C)C1=CC=C(C=C1)C1=NC=CC=C1)C)=O (3-(2-Methyl-4-{2-[5-methyl-2-(4-pyridin-2-yl-phenyl)-thiazol-4-yl]-ethoxy}-phenyl)-propionic acid methyl ester). As a reaction SMILES: Br[C:2]1[CH:7]=[CH:6][C:5]([C:8]2[S:9][C:10]([CH3:28])=[C:11]([CH2:13][CH2:14][O:15][C:16]3[CH:21]=[CH:20][C:19]([CH2:22][CH2:23][C:24]([OH:26])=[O:25])=[C:18]([CH3:27])[CH:17]=3)[N:12]=2)=[CH:4][CH:3]=1.C([Sn](CCCC)(CCCC)[C:34]1[CH:39]=[CH:38][CH:37]=[CH:36][N:35]=1)CCC.[C:48]1(C)C=CC=CC=1>>[CH3:48][O:26][C:24](=[O:25])[CH2:23][CH2:22][C:19]1[CH:20]=[CH:21][C:16]([O:15][CH2:14][CH2:13][C:11]2[N:12]=[C:8]([C:5]3[CH:6]=[CH:7][C:2]([C:34]4[CH:39]=[CH:38][CH:37]=[CH:36][N:35]=4)=[CH:3][CH:4]=3)[S:9][C:10]=2[CH3:28])=[CH:17][C:18]=1[CH3:27]. Procedure details: 3-(4-{2-[2-(4-Bromo-phenyl)-5-methyl-thiazol-4-yl]-ethoxy}-2-methyl-phenyl)-propionic acid (100 mg, 0.21 mmol) is dissolved in anhydrous toluene (1 mL), degassed, and filled with nitrogen three times. Palladium tetrakis triphenyl phosphine [Pd(PPh3)4, 21 mg, 0.0021 mmol] is added, and the degassing procedure is repeated. 2-tributylstannylpyridine (63 uL, 0.25 mmol) is then added via syringe and the reaction is heated to reflux. The reaction is monitored by HPLC. Upon complete consumption of star... Starting materials: C1(CCCCC1)C1=CC=CC1=C (cyclohexylfulvene), C[Li] (methyllithium). Run in CCOCC (ether), O (water), C1CCOC1 (THF), CCOCC (ether). The product is CC1(CCCCC1)C1=CC=CC1 ((1-methyl-1-cyclohexyl)cyclopentadiene). Yield: 38.0%. RXN SMILES: [CH:1]1([C:7]2[C:11](=C)[CH:10]=[CH:9][CH:8]=2)[CH2:6][CH2:5][CH2:4][CH2:3][CH2:2]1.[CH3:13][Li]>C1COCC1.CCOCC.O>[CH3:13][C:1]1([C:7]2[CH2:11][CH:10]=[CH:9][CH:8]=2)[CH2:2][CH2:3][CH2:4][CH2:5][CH2:6]1. Reported procedure: To a solution of 6.50 g (44.5 mmol) of cyclohexylfulvene in 60 ml of THF, 44.8 ml (51.1 mmol) of an ether solution of methyllithium was dropwise added in a nitrogen atmosphere with ice cooling, followed by stirring at room temperature for one night. After the reaction solution was diluted with 100 ml of ether, 30 ml of water was added. The separated organic phase was washed with water and a saturated saline solution, then dried over magnesium sulfate and filtered. From the filtrate, the solvent ... Starting materials: CCOC(=O)Cn1ccc2cc(OCc3ccccc3)ccc21, CC(=O)O, CCO, [H][H]. Yields the product CCOC(=O)Cn1ccc2cc(O)ccc21. RXN SMILES: [CH2:1]([CH3:2])[O:3][C:4]([CH2:5][n:6]1[cH:7][cH:8][c:9]2[cH:10][c:11]([O:15][CH2:16][c:17]3[cH:18][cH:19][cH:20][cH:21][cH:22]3)[cH:12][cH:13][c:14]12)=[O:23].[CH3:24][C:25](=[O:26])[OH:27].[CH3:30][CH2:31][OH:32].[H:28][H:29]>>[CH2:1]([CH3:2])[O:3][C:4]([CH2:5][n:6]1[cH:7][cH:8][c:9]2[cH:10][c:11]([OH:15])[cH:12][cH:13][c:14]12)=[O:23]. Reactants: C(C)C=1NC2=CC=C(C=C2C1)NS(=O)(=O)C1=CC=C(C=C1)C (2-ethyl-5-(4-methylphenylsulfonylamino) indole), NC=1C=C2C=C(NC2=CC1)CCC (5-amino-2-propylindole). Yields the product CC1=CC=C(C=C1)S(=O)(=O)NC=1C=C2C=C(NC2=CC1)CCC (5-(4-methylphenylsulfonylamino)-2-(n-propyl) indole). As a reaction SMILES: [CH2:1]([C:3]1[NH:4][C:5]2[C:10]([CH:11]=1)=[CH:9][C:8]([NH:12][S:13]([C:16]1[CH:21]=[CH:20][C:19]([CH3:22])=[CH:18][CH:17]=1)(=[O:15])=[O:14])=[CH:7][CH:6]=2)[CH3:2].N[C:24]1C=C2C(=CC=1)NC(CCC)=C2>>[CH3:22][C:19]1[CH:20]=[CH:21][C:16]([S:13]([NH:12][C:8]2[CH:9]=[C:10]3[C:5](=[CH:6][CH:7]=2)[NH:4][C:3]([CH2:1][CH2:2][CH3:24])=[CH:11]3)(=[O:15])=[O:14])=[CH:17][CH:18]=1. Procedure details: Refer to 45a) using 5-amino-2-propylindole. Reactants: C(C)(CC)C1=C(C(=CC=C1)C(C)CC)O (2,6-di-sec-butylphenol), C1CO1 (ethylene oxide). The reagents and catalysts are [OH-].[Na+] (sodium hydroxide). Product: C(C)(CC)C1=C(OCCO)C(=CC=C1)C(C)CC (2-(2,6-di-sec-butylphenoxy)-ethanol). RXN SMILES: [CH:1]([C:5]1[CH:10]=[CH:9][CH:8]=[C:7]([CH:11]([CH2:13][CH3:14])[CH3:12])[C:6]=1[OH:15])([CH2:3][CH3:4])[CH3:2].[CH2:16]1[O:18][CH2:17]1>[OH-].[Na+]>[CH:11]([C:7]1[CH:8]=[CH:9][CH:10]=[C:5]([CH:1]([CH2:3][CH3:4])[CH3:2])[C:6]=1[O:15][CH2:16][CH2:17][OH:18])([CH2:13][CH3:14])[CH3:12] |f:2.3|. Reported procedure: 2,6-di-sec-butylphenol (103 parts) is ethoxylated with ethylene oxide (29 parts) using sodium hydroxide (0.5 part) as catalyst at 150° C. in a method similar to that used in Example 12 to give 2-(2,6-di-sec-butylphenoxy)-ethanol (70 parts) b.p. 132°-136° C./0.9 mm. The reactants are hydroxy, OO (hydrogen peroxide), FC(CC=C)CCCCCC (4-fluoro-dec-1-ene), B.O1CCCC1 (borane tetrahydrofuran). Procedure: The title compound was prepared essentially as described in Example 1. R-4-fluoro-1-methanesulfonoxydecane was prepared by copper catalyzed addition of vinyl magnesium bromide to epichlorohydrin to yield 5-chloro-4-hydroxypent-1-ene which was treated with base to give the corresponding epoxide. The epoxide is then ring opened by the addition of propyl magnesium bromide to yield 4-hydroxy-dec-1-ene. This hydroxy compound is converted to 4-fluoro-dec-1-ene as described in Example 1, followed by tr... The product is FC(CCCO)CCCCCC (4-fluoro-decanol). Reaction SMILES: [F:1][CH:2]([CH2:6][CH2:7][CH2:8][CH2:9][CH2:10][CH3:11])[CH2:3][CH:4]=[CH2:5].B.[O:13]1CCCC1.OO>>[F:1][CH:2]([CH2:6][CH2:7][CH2:8][CH2:9][CH2:10][CH3:11])[CH2:3][CH2:4][CH2:5][OH:13] |f:1.2|. Product: COC(=O)C(=O)c1ccc(OCCOC2CCCCCCC2)cc1. Reactants: COC(=O)C(=O)c1ccc(O)cc1, CN(C)C=O, OCCOC1CCCCCCC1, [H-], [Na+], Cc1ccc(S(=O)(=O)[O-])cc1. As a reaction SMILES: [CH3:1][O:2][C:3]([C:4]([c:5]1[cH:6][cH:7][c:8]([OH:11])[cH:9][cH:10]1)=[O:12])=[O:13].[CH3:39][N:40]([CH3:41])[CH:42]=[O:43].[CH:27]1([O:35][CH2:36][CH2:37][OH:38])[CH2:28][CH2:29][CH2:30][CH2:31][CH2:32][CH2:33][CH2:34]1.[H-:14].[Na+:15].[O-:16][S:17]([c:18]1[cH:19][cH:20][c:21]([CH3:22])[cH:23][cH:24]1)(=[O:25])=[O:26]>>[CH3:1][O:2][C:3]([C:4]([c:5]1[cH:6][cH:7][c:8]([O:11][CH2:37][CH2:36][O:35][CH:27]2[CH2:28][CH2:29][CH2:30][CH2:31][CH2:32][CH2:33][CH2:34]2)[cH:9][cH:10]1)=[O:12])=[O:13]. Reactants: ClS(=O)(=O)C=1C=C(C(=O)Cl)C=CC1 (3-(chlorosulfonyl)benzoyl chloride), C1C2N(CCN1)CCCC2 (octahydro-1H-pyrido[1,2-a]pyrazine), FC(C=1C=C(N)C=CC1)(F)F (3-(trifluoromethyl)aniline), C([O-])([O-])=O.[Na+].[Na+] (sodium carbonate), C([O-])([O-])=O.[Na+].[Na+] (sodium carbonate). Solvent: ClCCl (dichloromethane), ClCCl (dichloromethane), CO (methanol). Reaction conditions: time 5 hour. Product: C1C2N(CCN1C(=O)C=1C=C(C=CC1)S(=O)(=O)NC1=CC(=CC=C1)C(F)(F)F)CCCC2 (3-(octahydro-2H-pyrido[1,2-a]pyrazin-2-ylcarbonyl)-N-[3-(trifluoromethyl)phenyl]benzenesulfonamide). Reaction SMILES: Cl[S:2]([C:5]1[CH:6]=[C:7]([CH:11]=[CH:12][CH:13]=1)[C:8](Cl)=[O:9])(=[O:4])=[O:3].[CH2:14]1[NH:19][CH2:18][CH2:17][N:16]2[CH2:20][CH2:21][CH2:22][CH2:23][CH:15]12.C(=O)([O-])[O-].[Na+].[Na+].[F:30][C:31]([F:40])([F:39])[C:32]1[CH:33]=[C:34]([CH:36]=[CH:37][CH:38]=1)[NH2:35]>ClCCl.CO>[CH2:14]1[N:19]([C:8]([C:7]2[CH:6]=[C:5]([S:2]([NH:35][C:34]3[CH:36]=[CH:37][CH:38]=[C:32]([C:31]([F:30])([F:39])[F:40])[CH:33]=3)(=[O:4])=[O:3])[CH:13]=[CH:12][CH:11]=2)=[O:9])[CH2:18][CH2:17][N:16]2[CH2:20][CH2:21][CH2:22][CH2:23][CH:15]12 |f:2.3.4|. Procedure details: To 3-(chlorosulfonyl)benzoyl chloride (0.36 g 1.5 mmol) in anhydrous dichloromethane (50 mL) was added octahydro-1H-pyrido[1,2-a]pyrazine (0.21 g, 1.5 mmol) in dichloromethane (4 mL) slowly over 10 minutes at room temperature. Then sodium carbonate (0.32 g, 3 mmol) was added. The mixture was stirred at room temperature for 5 hours. Then 3-(trifluoromethyl)aniline (2.9 g, 18 mmol) was added. The mixture was stirred at room temperature for 5 days, then sodium carbonate (0.32 g, 3 mmol) and methano... Reactants: C1(CCCCC1)N=C=NC1CCCCC1 (dicyclohexylcarbodiimide), OC1=CC=CC=2NN=NC21 (hydroxybenzotriazole), C(C)(C)(C)OC([C@H]1N(CCC1)CC([C@@H](NC(=O)OCC1=CC=CC=C1)CC1=CC=CC=C1)=O)=O (N-[[N-(benzyloxycarbonyl)-L-phenylalanyl]methyl]-L-proline tert.butyl ester), C1(=CC=C(C=C1)S(=O)(=O)O)C (toluene-4-sulphonic acid), C(C1=CC=CC=C1)OC(=O)N[C@@H](C)C(=O)O (N-(benzyloxycarbonyl)-L-alanine), C(C)N1CCOCC1 (N-ethylmorpholine). The reagents and catalysts are [Pd] (palladium-on-carbon). The solvent is C(C)(=O)OCC (ethyl acetate), C(C)(C)O (isopropyl alcohol). Yields the product C(C)(C)(C)OC([C@H]1N(CCC1)CC([C@@H](NC([C@@H](NC(=O)OCC1=CC=CC=C1)C)=O)CC1=CC=CC=C1)=O)=O (N-[[N-[N-(benzyloxycarbonyl)-L-alanyl]-L-phenylalanyl]methyl]-L-proline tert.butyl ester). The yield is 36.8%. As a reaction SMILES: [C:1]([O:5][C:6](=[O:34])[C@@H:7]1[CH2:11][CH2:10][CH2:9][N:8]1[CH2:12][C:13](=[O:33])[C@H:14]([CH2:26][C:27]1[CH:32]=[CH:31][CH:30]=[CH:29][CH:28]=1)[NH:15]C(OCC1C=CC=CC=1)=O)([CH3:4])([CH3:3])[CH3:2].C1(C)C=CC(S(O)(=O)=O)=CC=1.[CH2:46]([O:53][C:54]([NH:56][C@H:57]([C:59]([OH:61])=O)[CH3:58])=[O:55])[C:47]1[CH:52]=[CH:51][CH:50]=[CH:49][CH:48]=1.C1(N=C=NC2CCCCC2)CCCCC1.OC1C2N=NNC=2C=CC=1.C(N1CCOCC1)C>C(OCC)(=O)C.C(O)(C)C.[Pd]>[C:1]([O:5][C:6](=[O:34])[C@@H:7]1[CH2:11][CH2:10][CH2:9][N:8]1[CH2:12][C:13](=[O:33])[C@H:14]([CH2:26][C:27]1[CH:32]=[CH:31][CH:30]=[CH:29][CH:28]=1)[NH:15][C:59](=[O:61])[C@H:57]([CH3:58])[NH:56][C:54]([O:53][CH2:46][C:47]1[CH:48]=[CH:49][CH:50]=[CH:51][CH:52]=1)=[O:55])([CH3:4])([CH3:2])[CH3:3]. Procedure details: 1.3 g (2.79 mmol) of N-[[N-(benzyloxycarbonyl)-L-phenylalanyl]methyl]-L-proline tert.butyl ester was hydrogenated in a mixture of 10 ml of ethyl acetate and 10 ml of isopropyl alcohol in the presence of 0.39 g of 5% palladium-on-carbon and 1.06 g (5.58 mmol) of toluene-4-sulphonic acid and the product was coupled with 0.62 g (2.78 mmol) of N-(benzyloxycarbonyl)-L-alanine in the presence of 0.572 g (2.78 mmol) of dicyclohexylcarbodiimide, 0.375 g (2.78 mmol) of hydroxybenzotriazole and 0.64 g (5....